From a dataset of the Open Reaction Database (ORD), a public repository of structured organic reaction records. describe an organic reaction: reactants, conditions, products, and yield Starting materials: BrC=1C=NC=CC1C=O (3-bromo-4-pyridinecarboxaldehyde), [OH-].[K+] (KOH), [N+](#[C-])CC(=O)N1CCCC1 (2-isocyano-1-pyrrolidin-1-yl-ethanone). The solvent is CO (methanol). Reaction conditions: temperature 0 celsius. Yields the product BrC=1C=NC=CC1[C@H]1[C@@H](N=CO1)C(=O)N1CCCC1 (trans-(5-(3-Bromopyridin-4-yl)-4,5-dihydrooxazol-4-yl)(pyrrolidin-1-yl)methanone). As a reaction SMILES: [Br:1][C:2]1[CH:3]=[N:4][CH:5]=[CH:6][C:7]=1[CH:8]=[O:9].[OH-].[K+].[N+:12]([CH2:14][C:15]([N:17]1[CH2:21][CH2:20][CH2:19][CH2:18]1)=[O:16])#[C-:13]>CO>[Br:1][C:2]1[CH:3]=[N:4][CH:5]=[CH:6][C:7]=1[C@@H:8]1[O:9][CH:13]=[N:12][C@H:14]1[C:15]([N:17]1[CH2:21][CH2:20][CH2:19][CH2:18]1)=[O:16] |f:1.2|. Reported procedure: BAL 01028A was prepared in accordance with method D using 3-bromo-4-pyridinecarboxaldehyde (1.010 g, 5.43 mmol), KOH (0.305 g, 5.43 mmol) in methanol (5 mL) and 2-isocyano-1-pyrrolidin-1-yl-ethanone BLE 04134 (0.75 g, 5.43 mmol). The mixture was stirred at 0° C. until precipitation and concentrated. The mixture was partitioned between EtOAc (50 ml) and H2O (25 ml). The aqueous layer was extracted twice with EtOAc (25 mL). The EtOAc fractions were combined, washed twice with brine (2×25 mL), drie... Reactants: C1CCOC1, CN(C)C=Cc1nn2ccc(Cl)c2c(=O)n1Cc1ccccc1, [O-][I+3]([O-])([O-])[O-], [Na+]. The product is O=Cc1nn2ccc(Cl)c2c(=O)n1Cc1ccccc1. As a reaction SMILES: [CH2:30]1[O:31][CH2:32][CH2:33][CH2:34]1.[CH2:7]([c:8]1[cH:9][cH:10][cH:11][cH:12][cH:13]1)[n:14]1[c:15]([CH:25]=[CH:26][N:27]([CH3:28])[CH3:29])[n:16][n:17]2[c:18]([c:19]1=[O:20])[c:21]([Cl:24])[cH:22][cH:23]2.[I+3:1]([O-:2])([O-:3])([O-:4])[O-:5].[Na+:6]>>[O:2]=[CH:25][c:15]1[n:14]([CH2:7][c:8]2[cH:9][cH:10][cH:11][cH:12][cH:13]2)[c:19](=[O:20])[c:18]2[n:17]([n:16]1)[cH:23][cH:22][c:21]2[Cl:24]. Starting materials: FC(C1=NN(C(=C1)C1=CC=C(C=C1)SC)C1=CC=C(C=C1)OC)F (3-(difluoromethyl)-1-(4-methoxyphenyl) -5-[4-(methylthio)phenyl]pyrazole), ClC1=CC(=CC=C1)C(=O)OO (m-chloroperbenzoic acid). The yield is 78.4%. Yields the product FC(C1=NN(C(=C1)C1=CC=C(C=C1)S(=O)C)C1=CC=C(C=C1)OC)F (3-(difluoromethyl)-1-(4-methoxyphenyl)-5-[4-(methylsulfinyl)phenyl]pyrazole). Procedure: A mixture of 3-(difluoromethyl)-1-(4-methoxyphenyl) -5-[4-(methylthio)phenyl]pyrazole (1 g) and m-chloroperbenzoic acid (0.56 g) in dichloromethane (23 ml) was stirred at ambient temperature for 1 hour. The mixture was washed with an aqueous solution of sodium bicarbonate, dried over magnesium sulfate, and concentrated. The oily residue was crystallized from ethanol to give crystals of 3-(difluoromethyl)-1-(4-methoxyphenyl)-5-[4-(methylsulfinyl)phenyl]pyrazole (0.82 g). RXN SMILES: [F:1][CH:2]([F:24])[C:3]1[CH:7]=[C:6]([C:8]2[CH:13]=[CH:12][C:11]([S:14][CH3:15])=[CH:10][CH:9]=2)[N:5]([C:16]2[CH:21]=[CH:20][C:19]([O:22][CH3:23])=[CH:18][CH:17]=2)[N:4]=1.ClC1C=CC=C(C(OO)=[O:33])C=1>ClCCl>[F:24][CH:2]([F:1])[C:3]1[CH:7]=[C:6]([C:8]2[CH:9]=[CH:10][C:11]([S:14]([CH3:15])=[O:33])=[CH:12][CH:13]=2)[N:5]([C:16]2[CH:21]=[CH:20][C:19]([O:22][CH3:23])=[CH:18][CH:17]=2)[N:4]=1. Conditions: time 1 hour. Run in ClCCl (dichloromethane). The reactants are C1CCOC1, COC(=O)c1ccc(Oc2nccnc2C2=CN(C(=O)OC(C)(C)C)CCC2)cc1, CCO. The product is COC(=O)c1ccc(Oc2nccnc2C2CCCN(C(=O)OC(C)(C)C)C2)cc1. Reaction SMILES: [CH2:31]1[O:32][CH2:33][CH2:34][CH2:35]1.[CH3:1][O:2][C:3](=[O:4])[c:5]1[cH:6][cH:7][c:8]([O:9][c:10]2[c:11]([C:16]3=[CH:21][N:20]([C:22](=[O:23])[O:24][C:25]([CH3:26])([CH3:27])[CH3:28])[CH2:19][CH2:18][CH2:17]3)[n:12][cH:13][cH:14][n:15]2)[cH:29][cH:30]1.[CH3:36][CH2:37][OH:38]>>[CH3:1][O:2][C:3](=[O:4])[c:5]1[cH:6][cH:7][c:8]([O:9][c:10]2[c:11]([CH:16]3[CH2:17][CH2:18][CH2:19][N:20]([C:22](=[O:23])[O:24][C:25]([CH3:26])([CH3:27])[CH3:28])[CH2:21]3)[n:12][cH:13][cH:14][n:15]2)[cH:29][cH:30]1.